describe an organic reaction: reactants, conditions, products, and yield From a dataset of the Open Reaction Database (ORD), a public repository of structured organic reaction records. Starting materials: NC1=C(C(=O)N)C(=CC(=C1)OC)OC (2-amino-4,6-dimethoxybenzamide), FC1=CC=CC(=N1)C=O (6-fluoropicolinaldehyde), OS(=O)[O-].[Na+] (NaHSO3), O.C1(=CC=C(C=C1)S(=O)(=O)O)C (p-toluenesulfonic acid monohydrate). The solvent is CN(C(C)=O)C (N,N-dimethylacetamide). Run at temperature 120 celsius. The product is FC1=CC=CC(=N1)C1=NC2=CC(=CC(=C2C(N1)=O)OC)OC (2-(6-fluoropyridin-2-yl)-5,7-dimethoxyquinazolin-4(3H)-one). The yield is 48.6%. As a reaction SMILES: [NH2:1][C:2]1[CH:10]=[C:9]([O:11][CH3:12])[CH:8]=[C:7]([O:13][CH3:14])[C:3]=1[C:4]([NH2:6])=[O:5].[F:15][C:16]1[N:21]=[C:20]([CH:22]=O)[CH:19]=[CH:18][CH:17]=1.OS([O-])=O.[Na+].O.C1(C)C=CC(S(O)(=O)=O)=CC=1>CN(C)C(=O)C>[F:15][C:16]1[N:21]=[C:20]([C:22]2[NH:6][C:4](=[O:5])[C:3]3[C:2](=[CH:10][C:9]([O:11][CH3:12])=[CH:8][C:7]=3[O:13][CH3:14])[N:1]=2)[CH:19]=[CH:18][CH:17]=1 |f:2.3,4.5|. Procedure: To a solution of 2-amino-4,6-dimethoxybenzamide (0.737 g, 3.76 mmol) and 6-fluoropicolinaldehyde (0.470 g, 3.76 mmol) in N,N-dimethylacetamide (20 mL), NaHSO3 (58.5% SO2 content, 1.0 g, 5.63 mmol) and p-toluenesulfonic acid monohydrate (0.143 g, 0.75 mmol) were added. The reaction was heated at 120° C. for 20 h. After that time the reaction was cooled to rt, concentrated under reduced pressure, diluted with water (50 mL) and saturated NaHCO3 solution was added to adjust the pH to 8. The precipit...